From a dataset of the Open Reaction Database (ORD), a public repository of structured organic reaction records. describe an organic reaction: reactants, conditions, products, and yield The solvent is C(C)#N (acetonitrile). Reaction SMILES: [CH3:1][S:2]SC.[CH2:5]=[CH:6][CH2:7][CH2:8][CH2:9][CH2:10][CH2:11][CH3:12].O.C(OCC)C>C(#N)C>[CH3:1][S:2][CH2:5][CH2:6][CH2:7][CH2:8][CH2:9][CH2:10][CH2:11][CH3:12]. Procedure details: The procedure of Example 1 was repeated using dimethyldisulphide (96 mg; 1.02 mmol) and 1-octene (358 mg; 3.19 mmol) in acetonitrile (15 ml) at +1.20 V until 2 coulomb equivalents of charge had been passed. After the addition of water and extraction with diethyl ether, there was obtained 106 mg of methylthio-octane. Mass Spec. m/e 217 (M+) and 44 (100%). I.R. 3300 and 1650 cm-1. Product: CSCCCCCCCC (methylthio-octane). Starting materials: CSSC (dimethyldisulphide), C=CCCCCCC (1-octene), O (water), C(C)OCC (diethyl ether). The yield is 64.8%. Starting materials: ClC=1C=C(C(=NC1)C(=O)O)C(=C)C (5-chloro-3-(prop-1-en-2-yl)picolinic acid), CCO (EtOH). The reagents and catalysts are [Pt] (Pt on activated carbon). The solvent is C(C)(=O)O (acetic acid). Run at time 30 minute. Yields the product ClC=1C=C(C(=NC1)C(=O)O)C(C)C (5-chloro-3-isopropylpicolinic acid). As a reaction SMILES: [Cl:1][C:2]1[CH:3]=[C:4]([C:11]([CH3:13])=[CH2:12])[C:5]([C:8]([OH:10])=[O:9])=[N:6][CH:7]=1.CCO>[Pt].C(O)(=O)C>[Cl:1][C:2]1[CH:3]=[C:4]([CH:11]([CH3:13])[CH3:12])[C:5]([C:8]([OH:10])=[O:9])=[N:6][CH:7]=1. Procedure details: A sealable vial was charged with 5-chloro-3-(prop-1-en-2-yl)picolinic acid (373 mg, 1.887 mmol) and EtOH (100 mL). The solution was purged with Nitrogen. Pt on activated carbon (479 mg, 0.245 mmol) was added, followed by glacial acetic acid (0.4 mL). The reaction mixture was evacuated, backfilled with hydrogen and stirred for 30 min at rt. The reaction mixture was filtered through a pad of celite to obtain the title compound as a white solid. The product contained minor amounts of dehalogenated ... The reactants are Cc1ccc(S(=O)(=O)Nc2ccc(N3CCCN(C(=O)OC(C)(C)C)CC3)cc2NS(C)(=O)=O)cc1, CO, CCOC(C)=O, Cl. The product is Cc1ccc(S(=O)(=O)Nc2ccc(N3CCCNCC3)cc2NS(C)(=O)=O)cc1, Cl. RXN SMILES: [CH3:1][c:2]1[cH:3][cH:4][c:5]([S:8](=[O:9])(=[O:10])[NH:11][c:12]2[c:13]([NH:32][S:33](=[O:34])(=[O:35])[CH3:36])[cH:14][c:15]([N:18]3[CH2:19][CH2:20][N:21]([C:25]([O:26][C:27]([CH3:28])([CH3:29])[CH3:30])=[O:31])[CH2:22][CH2:23][CH2:24]3)[cH:16][cH:17]2)[cH:6][cH:7]1.[CH3:38][OH:39].[CH3:40][CH2:41][O:42][C:43](=[O:44])[CH3:45].[ClH:37]>>[CH3:1][c:2]1[cH:3][cH:4][c:5]([S:8](=[O:9])(=[O:10])[NH:11][c:12]2[c:13]([NH:32][S:33](=[O:34])(=[O:35])[CH3:36])[cH:14][c:15]([N:18]3[CH2:19][CH2:20][NH:21][CH2:22][CH2:23][CH2:24]3)[cH:16][cH:17]2)[cH:6][cH:7]1.[ClH:37]. Starting materials: ClC1=CC=C(C=C)C=C1 (4-chlorostyrene), C1(O)=CC=C(O)C=C1 (hydroquinone), [Na] (Sodium), paraffin, BrC1=CC=2C3=C(NC2C=C1)C1CCN(C3)CC1 (9-bromo-3,4,5,6-tetrahydro-1H-2,5-ethanoazepino[4,3-b]indole). Run in CS(=O)C (dimethyl sulfoxide), CS(=O)C (Dimethyl sulfoxide). Conditions: temperature 105 celsius. Yields the product BrC1=CC=2C3=C(N(C2C=C1)CCC1=CC=C(C=C1)Cl)C1CCN(C3)CC1 (9-bromo-6-[2-(4-chlorophenyl)ethyl]-3,4,5,6-tetrahydro-1H-2,5-ethanoazepino[4,3-b]indole). Isolated yield 32.7%. RXN SMILES: [Na].[Br:2][C:3]1[CH:11]=[CH:10][C:9]2[NH:8][C:7]3[CH:12]4[CH2:18][CH2:17][N:15]([CH2:16][C:6]=3[C:5]=2[CH:4]=1)[CH2:14][CH2:13]4.[Cl:19][C:20]1[CH:27]=[CH:26][C:23]([CH:24]=[CH2:25])=[CH:22][CH:21]=1.C1(C=CC(O)=CC=1)O>CS(C)=O>[Br:2][C:3]1[CH:11]=[CH:10][C:9]2[N:8]([CH2:25][CH2:24][C:23]3[CH:26]=[CH:27][C:20]([Cl:19])=[CH:21][CH:22]=3)[C:7]3[CH:12]4[CH2:13][CH2:14][N:15]([CH2:16][C:6]=3[C:5]=2[CH:4]=1)[CH2:17][CH2:18]4 |^1:0|. Reported procedure: Sodium dispersion in paraffin (30%; 162 mg, 2.11 mmol; Aldrich) was combined with 9-bromo-3,4,5,6-tetrahydro-1H-2,5-ethanoazepino[4,3-b]indole (290 mg, 0.996 mmol; Example 174A) in a 20 mL vial with stir bar and septum cap. Dimethyl sulfoxide (4.0 mL) was added, and the vial was evacuated and purged with nitrogen (10 cycles). The mixture was stirred at room temperature for 30 minutes, and a solution of 4-chlorostyrene (213 mg, 1.54 mmol; Aldrich) and hydroquinone (53 mg, 0.48 mmol; Aldrich) in d... Product: CCOC(=O)CC1(c2cccc(OC)c2)CCCCC1O. RXN SMILES: [CH3:1][O:2][c:3]1[cH:4][c:5]([C:9]2([CH2:16][C:17](=[O:18])[O:19][CH2:20][CH3:21])[C:10](=[O:15])[CH2:11][CH2:12][CH2:13][CH2:14]2)[cH:6][cH:7][cH:8]1.[CH3:24][CH2:25][OH:26].[H:22][H:23].[Pt:27]=[O:28]>>[CH3:1][O:2][c:3]1[cH:4][c:5]([C:9]2([CH2:16][C:17](=[O:18])[O:19][CH2:20][CH3:21])[CH:10]([OH:15])[CH2:11][CH2:12][CH2:13][CH2:14]2)[cH:6][cH:7][cH:8]1. Reactants: CCOC(=O)CC1(c2cccc(OC)c2)CCCCC1=O, CCO, [H][H], O=[Pt]. The reactants are [Si](C)(C)(C(C)(C)C)OC1=C(N)C=CC(=C1)[N+](=O)[O-] (2-tert-butyldimethysilyloxy-4-nitroaniline), C(=O)(O)[O-].[Na+] (NaHCO3), C(=S)(Cl)Cl (thiophosgene). The solvent is C(Cl)(Cl)Cl.O (CHCl3 H2O). Reaction conditions: temperature 23 celsius, time 8 hour. Product: [Si](C)(C)(C(C)(C)C)OC1=C(C=CC(=C1)[N+](=O)[O-])NC(=S)NC1=CC=CC=C1 (N-(2-tert-butyldimethysilyloxy-4-nitrophenyl)-N′-phenyl-thiourea). Yield: 98.0%. RXN SMILES: [Si:1]([O:8][C:9]1[CH:15]=[C:14]([N+:16]([O-:18])=[O:17])[CH:13]=[CH:12][C:10]=1[NH2:11])([C:4]([CH3:7])([CH3:6])[CH3:5])([CH3:3])[CH3:2].C([O-])(O)=O.[Na+].[C:24](Cl)(Cl)=[S:25]>C(Cl)(Cl)Cl.O>[Si:1]([O:8][C:9]1[CH:15]=[C:14]([N+:16]([O-:18])=[O:17])[CH:13]=[CH:12][C:10]=1[NH:11][C:24]([NH:11][C:10]1[CH:12]=[CH:13][CH:14]=[CH:15][CH:9]=1)=[S:25])([C:4]([CH3:7])([CH3:6])[CH3:5])([CH3:3])[CH3:2] |f:1.2,4.5|. Procedure: N-(2-tert-Butyldimethysilyloxy-4-nitrophenyl)-N′-phenyl-thiourea was prepared by treating a biphasic solution of 2-tert-butyldimethysilyloxy-4-nitroaniline (80 mg, 0.308 mmol) and NaHCO3 in CHCl3:H2O (2.5:1, 7 mL) with thiophosgene at 0° C. The solution was allowed to warm to 23° C. and the reaction was continued overnight. The CHCl3 layer was separated and dried over sodium sulfate. The solution was concentrated in vacuo and the residue was dissolved in toluene and treated with aniline (100 uL)... Reactants: ClC1=CC=C(C=C1)C1=NC=2N(C(=C1)C(F)F)N=CC2C(=O)O (5-(4-chloro-phenyl)-7-difluoromethyl-pyrazolo[1,5-a]pyrimidine-3-carboxylic acid), ONC(C1=CC(=CC=C1)S(N)(=O)=O)=N (N-hydroxy-3-sulfamoyl-benzamidine). Product: ClC1=CC=C(C=C1)C1=NC=2N(C(=C1)C(F)F)N=CC2C2=NC(=NO2)C=2C=C(C=CC2)S(=O)(=O)N (3-{5-[5-(4-Chloro-phenyl)-7-difluoromethyl-pyrazolo[1,5-a]pyrimidin-3-yl]-[1,2,4]oxadiazol-3-yl}-benzenesulfonamide). As a reaction SMILES: [Cl:1][C:2]1[CH:7]=[CH:6][C:5]([C:8]2[CH:13]=[C:12]([CH:14]([F:16])[F:15])[N:11]3[N:17]=[CH:18][C:19]([C:20](O)=[O:21])=[C:10]3[N:9]=2)=[CH:4][CH:3]=1.O[NH:24][C:25](=[NH:36])[C:26]1[CH:31]=[CH:30][CH:29]=[C:28]([S:32](=[O:35])(=[O:34])[NH2:33])[CH:27]=1>>[Cl:1][C:2]1[CH:3]=[CH:4][C:5]([C:8]2[CH:13]=[C:12]([CH:14]([F:16])[F:15])[N:11]3[N:17]=[CH:18][C:19]([C:20]4[O:21][N:36]=[C:25]([C:26]5[CH:27]=[C:28]([S:32]([NH2:33])(=[O:34])=[O:35])[CH:29]=[CH:30][CH:31]=5)[N:24]=4)=[C:10]3[N:9]=2)=[CH:6][CH:7]=1. Procedure details: The title compound was prepared from 5-(4-chloro-phenyl)-7-difluoromethyl-pyrazolo[1,5-a]pyrimidine-3-carboxylic acid (example C.3) (162 mg, 0.5 mmol) and N-hydroxy-3-sulfamoyl-benzamidine [CAS-No. 9000-88-7] (161 mg, 0.75 mmol) according to general procedure II. Obtained after trituration with water and further purification by crystallization (dichloromethane) as a light yellow solid (170 mg, 68%). MS (ISN) 501.1 [(M−H)−]; mp 231° C.